This data is from the Open Reaction Database (ORD), a public repository of structured organic reaction records. The task is: describe an organic reaction: reactants, conditions, products, and yield Reactants: C(C)O (Ethanol), C(CC)C1CC(CC1)C1CCC(CC1)C=O (4-(3-propylcyclopentyl)cyclohexanecarboaldehyde), [BH4-].[Na+] (sodium borohydride). Solvent: O (water). Run at temperature 0 celsius, time 20 hour. Product: C(CC)C1CC(CC1)C1CCC(CC1)CO ((4-(3-propylcyclopentyl)cyclohexyl)methanol). Yield: 90.5%. As a reaction SMILES: C(O)C.[CH2:4]([CH:7]1[CH2:11][CH2:10][CH:9]([CH:12]2[CH2:17][CH2:16][CH:15]([CH:18]=[O:19])[CH2:14][CH2:13]2)[CH2:8]1)[CH2:5][CH3:6].[BH4-].[Na+]>O>[CH2:4]([CH:7]1[CH2:11][CH2:10][CH:9]([CH:12]2[CH2:17][CH2:16][CH:15]([CH2:18][OH:19])[CH2:14][CH2:13]2)[CH2:8]1)[CH2:5][CH3:6] |f:2.3|. Reported procedure: Ethanol (30 ml) was added to 4-(3-propylcyclopentyl)cyclohexanecarboaldehyde (2.3 g) obtained in the second step in Example 3, in a reaction vessel under an atmosphere of nitrogen, and the mixture was cooled to 0° C., and sodium borohydride (0.22 g) was added slowly. After the mixture had been returned to room temperature and stirred for another 20 hours and water (30 ml) was added. The mixture was separated, and the water layer was extracted with diethyl ether three times, and then the combined... Yields the product CC(C)(C)OC(=O)N1CCCN(C2c3ccccc3CCC2O)CC1. RXN SMILES: [C:12]([CH3:13])([CH3:14])([CH3:15])[O:16][C:17](=[O:18])[N:19]1[CH2:20][CH2:21][NH:22][CH2:23][CH2:24][CH2:25]1.[CH3:26][C:27]#[N:28].[O:1]1[CH:2]2[CH:3]1[CH2:4][CH2:5][c:6]1[cH:7][cH:8][cH:9][cH:10][c:11]12>>[OH:1][CH:3]1[CH:2]([N:22]2[CH2:21][CH2:20][N:19]([C:17]([O:16][C:12]([CH3:13])([CH3:14])[CH3:15])=[O:18])[CH2:25][CH2:24][CH2:23]2)[c:11]2[c:6]([cH:7][cH:8][cH:9][cH:10]2)[CH2:5][CH2:4]1. Starting materials: CC(C)(C)OC(=O)N1CCCNCC1, CC#N, c1ccc2c(c1)CCC1OC21. The reactants are ClC1=NC=CC(=N1)C1=CN=C2N1C=CC(=N2)C(F)(F)F (3-(2-chloropyrimidin-4-yl)-7-trifluoromethylimidazo[1,2-α]pyrimidine), C(CCC)[Sn](C1=C(C#N)C=CC=C1)(CCCC)CCCC (2-tributylstannylbenzonitrile), [Cl-].[Li+] (lithium chloride). The reagents and catalysts are [Cu]I (copper(I) iodide), C1=CC=C(C=C1)P([C-]2C=CC=C2)C3=CC=CC=C3.C1=CC=C(C=C1)P([C-]2C=CC=C2)C3=CC=CC=C3.Cl[Pd]Cl.[Fe+2] (dichloro[1,1′-bis(diphenylphosphino)ferrocene]palladium(II)). The solvent is CN(C(C)=O)C (N,N-dimethylacetamide). Reaction conditions: temperature 90 celsius. Yields the product FC(C1=NC=2N(C=C1)C(=CN2)C2=NC(=NC=C2)C2=C(C#N)C=CC=C2)(F)F (2-[4-(7-trifluoromethylimidazo[1,2-α]pyrimidin-3-yl)pyrimidin-2-yl]benzonitrile). Yield: 11.9%. RXN SMILES: Cl[C:2]1[N:7]=[C:6]([C:8]2[N:12]3[CH:13]=[CH:14][C:15]([C:17]([F:20])([F:19])[F:18])=[N:16][C:11]3=[N:10][CH:9]=2)[CH:5]=[CH:4][N:3]=1.C([Sn](CCCC)(CCCC)[C:26]1[CH:33]=[CH:32][CH:31]=[CH:30][C:27]=1[C:28]#[N:29])CCC.[Cl-].[Li+]>CN(C)C(=O)C.[Cu]I.C1C=CC(P(C2C=CC=CC=2)[C-]2C=CC=C2)=CC=1.C1C=CC(P(C2C=CC=CC=2)[C-]2C=CC=C2)=CC=1.Cl[Pd]Cl.[Fe+2]>[F:18][C:17]([F:20])([F:19])[C:15]1[CH:14]=[CH:13][N:12]2[C:8]([C:6]3[CH:5]=[CH:4][N:3]=[C:2]([C:26]4[CH:33]=[CH:32][CH:31]=[CH:30][C:27]=4[C:28]#[N:29])[N:7]=3)=[CH:9][N:10]=[C:11]2[N:16]=1 |f:2.3,6.7.8.9|. Procedure details: To a degassed solution of the product of Example 5 (70 mg, 0.23 mmol) in N,N-dimethylacetamide (2 ml) was added 2-tributylstannylbenzonitrile (183 mg, 0.46 mmol), lithium chloride (27.5 mg, 0.58 mmol), copper(I) iodide (5 mg) and dichloro[1,1′-bis(diphenylphosphino)ferrocene]palladium(II) (9 mg) and the mixture heated at 90° C. for 4 h. After cooling to ambient temperature the reaction was poured onto a strong cation exchange cartridge and eluted with methanol. The product was then eluted with a... Starting materials: Cl (hydrochloric acid), stannous chloride, OC(C=1C=C2C(N(C(C2=CC1)=O)CC=1C=NC=CC1)=O)(C1=CC=C(C=C1)Cl)C1=CC=C(C=C1)Cl (5-[hydroxybis (4-chlorophenyl) methyl]-2-(3-pyridylmethyl)-1H-isoindole-1,3-dione), resultant mixture, [OH-].[Na+] (sodium hydroxide). Solvent: C(Cl)Cl (methylene chloride). Yields the product ClC1=CC=C(C=C1)C(C=1C=C2C(N(C(C2=CC1)=O)CC=1C=NC=CC1)=O)C1=CC=C(C=C1)Cl (5-[bis (4-chlorophenyl) methyl]-2-(3-pyridylmethyl)-1H-isoindole-1,3 (2H)-dione). Yield: 55.2%. Reaction SMILES: Cl.O[C:3]([C:29]1[CH:34]=[CH:33][C:32]([Cl:35])=[CH:31][CH:30]=1)([C:22]1[CH:27]=[CH:26][C:25]([Cl:28])=[CH:24][CH:23]=1)[C:4]1[CH:5]=[C:6]2[C:10](=[CH:11][CH:12]=1)[C:9](=[O:13])[N:8]([CH2:14][C:15]1[CH:16]=[N:17][CH:18]=[CH:19][CH:20]=1)[C:7]2=[O:21].[OH-].[Na+]>C(Cl)Cl>[Cl:35][C:32]1[CH:31]=[CH:30][C:29]([CH:3]([C:22]2[CH:23]=[CH:24][C:25]([Cl:28])=[CH:26][CH:27]=2)[C:4]2[CH:5]=[C:6]3[C:10](=[CH:11][CH:12]=2)[C:9](=[O:13])[N:8]([CH2:14][C:15]2[CH:16]=[N:17][CH:18]=[CH:19][CH:20]=2)[C:7]3=[O:21])=[CH:34][CH:33]=1 |f:2.3|. Procedure details: To 12 ml of conc. hydrochloric acid were added 546 mg of stannous chloride and 352 mg of 5-[hydroxybis (4-chlorophenyl) methyl]-2-(3-pyridylmethyl)-1H-isoindole-1,3-dione, and the resultant mixture was stirred at 70° C. for 1.5 hours. After ice cooling, the reaction mixture was made alkaline with 1N aqueous sodium hydroxide and shaken with methylene chloride. The organic layer was washed with water, dried over anhydrous magnesium sulfate, and the resultant residue was chromatographed on a column... Starting materials: BrC=1C=C(C=C2C(C=C(OC12)N1CCOCC1)=O)C(=O)O (8-bromo-2-morpholino-4-oxo-4H-chromene-6-carboxylic acid), C(CCC)[Sn](C(=C)OCC)(CCCC)CCCC (tributyl(1-ethoxyvinyl)stannane). The reagents and catalysts are [Pd](Cl)Cl.C1(=CC=CC=C1)P(C1=CC=CC=C1)C1=CC=CC=C1.C1(=CC=CC=C1)P(C1=CC=CC=C1)C1=CC=CC=C1 (Bis(triphenylphosphine) palladium (II) chloride). Solvent: O1CCOCC1 (1,4-dioxane). Run at temperature 100 celsius, time 3 hour. The product is C(C)(=O)C=1C=C(C=C2C(C=C(OC12)N1CCOCC1)=O)C(=O)O (8-acetyl-2-morpholino-4-oxo-4H-chromene-6-carboxylic acid). Isolated yield 103.3%. RXN SMILES: Br[C:2]1[CH:3]=[C:4]([C:19]([OH:21])=[O:20])[CH:5]=[C:6]2[C:11]=1[O:10][C:9]([N:12]1[CH2:17][CH2:16][O:15][CH2:14][CH2:13]1)=[CH:8][C:7]2=[O:18].C([Sn](CCCC)(CCCC)[C:27]([O:29]CC)=[CH2:28])CCC>O1CCOCC1.[Pd](Cl)Cl.C1(P(C2C=CC=CC=2)C2C=CC=CC=2)C=CC=CC=1.C1(P(C2C=CC=CC=2)C2C=CC=CC=2)C=CC=CC=1>[C:27]([C:2]1[CH:3]=[C:4]([C:19]([OH:21])=[O:20])[CH:5]=[C:6]2[C:11]=1[O:10][C:9]([N:12]1[CH2:17][CH2:16][O:15][CH2:14][CH2:13]1)=[CH:8][C:7]2=[O:18])(=[O:29])[CH3:28] |f:3.4.5|. Procedure details: Bis(triphenylphosphine) palladium (II) chloride (12.78 mg, 0.02 mmol) was added to a stirred mixture of 8-bromo-2-morpholino-4-oxo-4H-chromene-6-carboxylic acid (215 mg, 0.61 mmol) and tributyl(1-ethoxyvinyl)stannane (0.226 mL, 0.67 mmol) in 1,4-dioxane (5 mL) and the mixture was purged with nitrogen. The resulting mixture was stirred at 100° C. for 3 hrs. HCl 2N (0.5 mL) was added and the reaction mixture was stirred at 50° C. for 25 minutes then allowed to cool to room temperature and concentr... Reactants: BrC=1C=C2C=C(N=CC2=CC1)Cl (6-bromo-3-chloroisoquinoline), CN1N=NC=C1 (1-methyl-1H-1,2,3-triazole), CC(=O)[O-].[K+] (KOAc). The reagents and catalysts are CC(=O)[O-].CC(=O)[O-].[Pd+2] (Pd(OAc)2). Solvent: CC(=O)N(C)C (DMA), [Cl-].[Na+].O (brine). Reaction conditions: time 60 minute. Product: ClC=1N=CC2=CC=C(C=C2C1)C1=CN=NN1C (3-chloro-6-(1-methyl-1H-1,2,3-triazol-5-yl)isoquinoline). The yield is 31.1%. As a reaction SMILES: Br[C:2]1[CH:3]=[C:4]2[C:9](=[CH:10][CH:11]=1)[CH:8]=[N:7][C:6]([Cl:12])=[CH:5]2.[CH3:13][N:14]1[CH:18]=[CH:17][N:16]=[N:15]1.CC([O-])=O.[K+]>CC(N(C)C)=O.[Cl-].[Na+].O.CC([O-])=O.CC([O-])=O.[Pd+2]>[Cl:12][C:6]1[N:7]=[CH:8][C:9]2[C:4]([CH:5]=1)=[CH:3][C:2]([C:18]1[N:14]([CH3:13])[N:15]=[N:16][CH:17]=1)=[CH:11][CH:10]=2 |f:2.3,5.6.7,8.9.10|. Reported procedure: A suspension of 6-bromo-3-chloroisoquinoline (60 mg, 0.25 mmol), 1-methyl-1H-1,2,3-triazole (41 mg, 0.50 mmol), Pd(OAc)2 (2.22 mg, 9.9 umol) and KOAc (49 mg, 0.50 mmol) in DMA (4 mL) was stirred at 1500 under microwave irradiation for 60 minutes. The reaction mixture was diluted with brine and extracted with EtOAc. The combined organic layers were washed with water and dried with Na2SO4 and concentrated in vacuo. The residue was purified using Biotage silica gel column chromatography eluting wit...